From a dataset of the Open Reaction Database (ORD), a public repository of structured organic reaction records. describe an organic reaction: reactants, conditions, products, and yield Reactants: [O-]C#N.[K+] (Potassium cyanate), Cl.Cl.C(C1=CC=CC=C1)C=1C=C(N)C=CC1OCCCNC(C)C (3-benzyl-4-(3-[N-isopropylamino]propoxy)aniline dihydrochloride). The solvent is O (water), Cl (hydrogen chloride). Reaction conditions: time 2 hour. Product: Cl.C(C1=CC=CC=C1)C=1C=C(C=CC1OCCCNC(C)C)NC(=O)N (3-benzyl-4-(3-[N-isopropylamino]propoxy)phenylurea hydrochloride). The yield is 283.9%. As a reaction SMILES: [O-:1][C:2]#[N:3].[K+].[ClH:5].Cl.[CH2:7]([C:14]1[CH:15]=[C:16]([CH:18]=[CH:19][C:20]=1[O:21][CH2:22][CH2:23][CH2:24][NH:25][CH:26]([CH3:28])[CH3:27])[NH2:17])[C:8]1[CH:13]=[CH:12][CH:11]=[CH:10][CH:9]=1>O.Cl>[ClH:5].[CH2:7]([C:14]1[CH:15]=[C:16]([NH:17][C:2]([NH2:3])=[O:1])[CH:18]=[CH:19][C:20]=1[O:21][CH2:22][CH2:23][CH2:24][NH:25][CH:26]([CH3:28])[CH3:27])[C:8]1[CH:9]=[CH:10][CH:11]=[CH:12][CH:13]=1 |f:0.1,2.3.4,7.8|. Procedure details: Potassium cyanate (44 mg) was added to a stirred solution of 3-benzyl-4-(3-[N-isopropylamino]propoxy)aniline dihydrochloride (222 mg) in water (5 mls). The reaction mixture was stirred for 2 hours and the resulting precipitate collected by filtration. The solid collected was purified by flash column chromatography on silica gel (Merck Art No 9385) using a 90:10:1 (v/v/v) mixture of dichloromethane/ethanol/ammonia (density=0.88 g/cm3) as eluent to give a residue which was dissolved in saturated m... Product: COc1cc(CC(C(=O)O)c2ccc(Oc3ccc(CCC(=O)NC(N)=O)cc3)cc2)cc(OC)c1. RXN SMILES: [CH3:44][CH2:45][OH:46].[CH3:6][CH2:7][O-:8].[CH3:9][O:10][c:11]1[cH:12][c:13]([CH2:19][CH:20]([C:21](=[O:22])[OH:23])[c:24]2[cH:25][cH:26][c:27]([O:30][c:31]3[cH:32][cH:33][c:34]([CH2:37][CH2:38][C:39](=[O:40])[O:41][CH2:42][CH3:43])[cH:35][cH:36]3)[cH:28][cH:29]2)[cH:14][c:15]([O:17][CH3:18])[cH:16]1.[NH2:1][C:2]([NH2:3])=[O:4].[Na+:5]>>[NH:1]([C:2]([NH2:3])=[O:4])[C:39]([CH2:38][CH2:37][c:34]1[cH:33][cH:32][c:31]([O:30][c:27]2[cH:26][cH:25][c:24]([CH:20]([CH2:19][c:13]3[cH:12][c:11]([O:10][CH3:9])[cH:16][c:15]([O:17][CH3:18])[cH:14]3)[C:21](=[O:22])[OH:23])[cH:29][cH:28]2)[cH:36][cH:35]1)=[O:40]. The reactants are CCO, CC[O-], CCOC(=O)CCc1ccc(Oc2ccc(C(Cc3cc(OC)cc(OC)c3)C(=O)O)cc2)cc1, NC(N)=O, [Na+]. The reactants are NC1=CC=CC(=N1)CC(=O)OCC (ethyl 2-(6-aminopyridin-2-yl)acetate), C(C)N(C(C)C)C(C)C (N-ethyl-N-isopropylpropan-2-amine), C(C)(=O)Cl (acetyl chloride). Solvent: C(Cl)Cl (DCM). Run at time 1 hour. Yields the product C(C)(=O)NC1=CC=CC(=N1)CC(=O)OCC (ethyl 2-(6-acetamidopyridin-2-yl)acetate). RXN SMILES: [NH2:1][C:2]1[N:7]=[C:6]([CH2:8][C:9]([O:11][CH2:12][CH3:13])=[O:10])[CH:5]=[CH:4][CH:3]=1.C(N(C(C)C)C(C)C)C.[C:23](Cl)(=[O:25])[CH3:24]>C(Cl)Cl>[C:23]([NH:1][C:2]1[N:7]=[C:6]([CH2:8][C:9]([O:11][CH2:12][CH3:13])=[O:10])[CH:5]=[CH:4][CH:3]=1)(=[O:25])[CH3:24]. Reported procedure: To the solution of ethyl 2-(6-aminopyridin-2-yl)acetate (50 mg, 0.28 mmol) and N-ethyl-N-isopropylpropan-2-amine (71.0 mg, 0.55 mmol) in DCM was added acetyl chloride (43.2 mg, 0.55 mmol) dropwise at room temperature. The mixture was continued to stir for 1 h, washed with brine and evaporated in vacuum to dryness. The residue was purified by a standard method to afford desired compound. LC-MS: m/z (M+H)=222.4